The task is: describe an organic reaction: reactants, conditions, products, and yield. This data is from the Open Reaction Database (ORD), a public repository of structured organic reaction records. The reactants are S(O)(O)(=O)=O, n1c(nc2c(c1c1cnc(nc1)N)CCN2[C@]1(CCN(C1)C(C(C)(C)N)=O)C)N1CCOCC1. The reagents and catalysts are c1ccc(cc1)-c2c3ccccc3cc4ccccc24 (9-Phenylanthracene). Solvent: C1CCOC1 (THF). Run at temperature 80 celsius, time 18 hour. Product: CC(C)(N)C(=O)N1CC[C@@](C)(C1)N2CCc3c2nc(nc3c4cnc(N)nc4)N5CCOCC5. Reaction SMILES: [CH3:1][C:2]([C:5]([N:7]1[CH2:12][C@:10]([N:13]2[c:17]3[c:16]([c:21]([c:22]4[cH:28][n:27][c:25]([NH2:26])[n:24][cH:23]4)[n:20][c:19]([N:29]5[CH2:34][CH2:33][O:32][CH2:31][CH2:30]5)[n:18]3)[CH2:15][CH2:14]2)([CH3:11])[CH2:9][CH2:8]1)=[O:6])([NH2:4])[CH3:3].OS(O)(=O)=O>>[CH3:1][C:2]([C:5]([N:7]1[CH2:12][C@:10]([N:13]2[c:17]3[c:16]([c:21]([c:22]4[cH:28][n:27][c:25]([NH2:26])[n:24][cH:23]4)[n:20][c:19]([N:29]5[CH2:34][CH2:33][O:32][CH2:31][CH2:30]5)[n:18]3)[CH2:15][CH2:14]2)([CH3:11])[CH2:9][CH2:8]1)=[O:6])([NH2:4])[CH3:3]. Reactants: CC(C)(C)C1CC(=O)C1(Cl)Cl, [Zn]. Yields the product CC(C)(C)C1CC(=O)C1. As a reaction SMILES: [C:1]([CH3:2])([CH3:3])([CH3:4])[CH:5]1[C:6]([Cl:10])([Cl:11])[C:7](=[O:9])[CH2:8]1.[Zn:12]>>[C:1]([CH3:2])([CH3:3])([CH3:4])[CH:5]1[CH2:6][C:7](=[O:9])[CH2:8]1. As a reaction SMILES: [CH2:27]1[O:28][CH2:29][CH2:30][CH2:31]1.[CH3:22][CH2:23][O:24][CH2:25][CH3:26].[CH:2]([Mg+:3])([CH3:4])[CH3:5].[Cl-:1].[Cl-:20].[I:6][c:7]1[cH:8][cH:9][c:10]([C:11]#[N:12])[cH:13][cH:14]1.[NH4+:21].[O:15]=[C:16]1[CH2:17][O:18][CH2:19]1.[OH2:32]>>[c:7]1([C:16]2([OH:15])[CH2:17][O:18][CH2:19]2)[cH:8][cH:9][c:10]([C:11]#[N:12])[cH:13][cH:14]1. Product: N#Cc1ccc(C2(O)COC2)cc1. The reactants are C1CCOC1, CCOCC, CC(C)[Mg+], [Cl-], [Cl-], N#Cc1ccc(I)cc1, [NH4+], O=C1COC1, O. Starting materials: COC(OC)N(C)C, Cc1ccccc1, CC(C)(C)OC(=O)CC(=O)c1ccccc1Cl. Yields the product CN(C)C=C(C(=O)OC(C)(C)C)C(=O)c1ccccc1Cl. Reaction SMILES: [CH3:18][O:19][CH:20]([N:21]([CH3:22])[CH3:23])[O:24][CH3:25].[CH3:26][c:27]1[cH:28][cH:29][cH:30][cH:31][cH:32]1.[Cl:1][c:2]1[c:3]([C:4](=[O:5])[CH2:6][C:7](=[O:8])[O:9][C:10]([CH3:11])([CH3:12])[CH3:13])[cH:14][cH:15][cH:16][cH:17]1>>[Cl:1][c:2]1[c:3]([C:4](=[O:5])[C:6]([C:7](=[O:8])[O:9][C:10]([CH3:11])([CH3:12])[CH3:13])=[CH:20][N:21]([CH3:22])[CH3:23])[cH:14][cH:15][cH:16][cH:17]1. The reactants are [OH-].[Na+] (Sodium hydroxide), C1(=CC=CC=C1)O (phenol), FC1=CC2=C(C(OC(N2)=O)=O)C=C1 (7-fluoro-1H-3,1-benzoxazine-2,4-dione), O1CCCC1 (tetrahydrofuran). Run in C(C)(=O)OCC (ethyl acetate). Yields the product FC=1C=C(C(C(=O)OC2=CC=CC=C2)=CC1)N (phenyl 4-fluoroanthranilate). As a reaction SMILES: [OH-].[Na+].[C:3]1([OH:9])[CH:8]=[CH:7][CH:6]=[CH:5][CH:4]=1.[F:10][C:11]1[CH:22]=[CH:21][C:14]2[C:15](=O)[O:16]C(=O)[NH:18][C:13]=2[CH:12]=1.O1CCCC1>C(OCC)(=O)C>[F:10][C:11]1[CH:12]=[C:13]([NH2:18])[C:14](=[CH:21][CH:22]=1)[C:15]([O:9][C:3]1[CH:8]=[CH:7][CH:6]=[CH:5][CH:4]=1)=[O:16] |f:0.1|. Reported procedure: Sodium hydroxide (2 pellets; approx 0.15 g) was added to a mixture of phenol (1.08 g) and 7-fluoro-1H-3,1-benzoxazine-2,4-dione (2 g) followed by tetrahydrofuran (4 ml). The mixture was heated on a steam bath until gas evolution ceased. It was then cooled, diluted with ethyl acetate (100 ml), the liquid collected and washed with aqueous sodium carbonate, dried, treated with charcoal and evaporated. The crude product was recrystallised from diisopropyl ether/light petroleum to give phenyl 4-fluor... The reactants are N(=NC(=O)OC(C)C)C(=O)OC(C)C (Diisopropyl azodicarboxylate), OC1=CC=C(C=C1)C[C@@H](CC(=O)OCC)C=1C=NC=CC1 (ethyl (S)-4-(4-hydroxyphenyl)-3-(pyridin-3-yl)butanoate), CNC1=CC=CC(=N1)C(C)O (6-(methylamino)-2-pyridylethanol), C1(=CC=CC=C1)P(C1=CC=CC=C1)C1=CC=CC=C1 (triphenylphosphine). Solvent: C1CCOC1 (THF). The product is CNC1=CC=CC(=N1)CCOC1=CC=C(C=C1)C[C@@H](CC(=O)OCC)C=1C=NC=CC1 (Ethyl (S)-4-[4-[2-[6-(methylamino)pyridin-2-yl]ethoxy]phenyl]-3-(pyridin-3-yl)butanoate). Yield: 66.3%. RXN SMILES: N(C(OC(C)C)=O)=NC(OC(C)C)=O.[OH:15][C:16]1[CH:21]=[CH:20][C:19]([CH2:22][C@H:23]([C:30]2[CH:31]=[N:32][CH:33]=[CH:34][CH:35]=2)[CH2:24][C:25]([O:27][CH2:28][CH3:29])=[O:26])=[CH:18][CH:17]=1.[CH3:36][NH:37][C:38]1[N:43]=[C:42]([CH:44](O)[CH3:45])[CH:41]=[CH:40][CH:39]=1.C1(P(C2C=CC=CC=2)C2C=CC=CC=2)C=CC=CC=1>C1COCC1>[CH3:36][NH:37][C:38]1[N:43]=[C:42]([CH2:44][CH2:45][O:15][C:16]2[CH:17]=[CH:18][C:19]([CH2:22][C@H:23]([C:30]3[CH:31]=[N:32][CH:33]=[CH:34][CH:35]=3)[CH2:24][C:25]([O:27][CH2:28][CH3:29])=[O:26])=[CH:20][CH:21]=2)[CH:41]=[CH:40][CH:39]=1. Reported procedure: Diisopropyl azodicarboxylate (7.8 mL, 39.8 mmole) was added dropwise to a solution of ethyl (S)-4-(4-hydroxyphenyl)-3-(pyridin-3-yl)butanoate (9.455 g, 33.1 mmole), 6-(methylamino)-2-pyridylethanol (6.06 g, 39.8 mmole), and triphenylphosphine (10.44 g, 39.8 mmole) in anhydrous THF (150 mL) at 0° C. The mixture was allowed to warm to RT as the bath warmed. After 18 hr the reaction was concentrated and the residue was flash chromatographed on silica gel (3% MeOH in 1:1 EtOAc/CHCl3) to afford the t...